This data is from the Open Reaction Database (ORD), a public repository of structured organic reaction records. The task is: describe an organic reaction: reactants, conditions, products, and yield Reactants: [N+]1(=C2C(=CC=C1)C=CC1=C(C2=O)C=CC=C1)[O-] (benzo[5,6]cyclohepta[1,2-b]pyridin-11-one N-oxide), S(=O)(=O)(C1=CC=C(C)C=C1)Cl (tosyl chloride), C([O-])([O-])=O.[K+].[K+] (potassium carbonate). Run in C(Cl)(Cl)Cl (chloroform), O (water). Conditions: time 60 hour. The product is O=C1C2=C(C=CC3=C1NC(C=C3)=O)C=CC=C2 (11-Oxo-benzo[5,6]cyclohepta[1,2-b]pyrid-2(1H)one). As a reaction SMILES: [N+:1]1([O-])[CH:6]=[CH:5][CH:4]=[C:3]2[CH:7]=[CH:8][C:9]3[CH:16]=[CH:15][CH:14]=[CH:13][C:10]=3[C:11](=[O:12])[C:2]=12.S(Cl)(C1C=CC(C)=CC=1)(=O)=[O:19].C(=O)([O-])[O-].[K+].[K+]>C(Cl)(Cl)Cl.O>[O:12]=[C:11]1[C:2]2[NH:1][C:6](=[O:19])[CH:5]=[CH:4][C:3]=2[CH:7]=[CH:8][C:9]2[CH:16]=[CH:15][CH:14]=[CH:13][C:10]1=2 |f:2.3.4|. Procedure: To a solution of 0.75 gram (0.0034 mole) of the N-oxide thus obtained and 0.77 gram (0.0043 mole) of tosyl chloride in 37.5 milliliters of chloroform was added a solution of 0.58 gram (0.0042.mole) of potassium carbonate in 5.8 milliliters of water and the resulting mixture was stirred vigorously at room temperature for about 60 hours. At the end of this time the reaction mixture was washed with 10 percent aqueous sodium hydroxide whereupon a solid precipitated in the chloroform phase. The solid... Starting materials: C(C)(=O)OC(C)=O (acetic anhydride), NCC1NC2=C(C(=NC1)C1=C(C=CC=C1)F)C=C(C=C2)Cl (2-aminomethyl-7-chloro-2,3-dihydro- 5-(2-fluorophenyl)-1H-1,4-benzodiazepine), C([O-])(O)=O.[Na+] (sodium bicarbonate). Run in C(Cl)Cl (methylene chloride). Conditions: time 20 minute. Product: N(C(=O)C)CC1NC2=C(C(=NC1)C1=C(C=CC=C1)F)C=C(C=C2)Cl (2-acetaminomethyl-7-chloro-2,3-dihydro-5-(2-fluorophenyl)-1H-1,4-benzodiazepine). As a reaction SMILES: C(O[C:5](=[O:7])[CH3:6])(=O)C.[NH2:8][CH2:9][CH:10]1[CH2:16][N:15]=[C:14]([C:17]2[CH:22]=[CH:21][CH:20]=[CH:19][C:18]=2[F:23])[C:13]2[CH:24]=[C:25]([Cl:28])[CH:26]=[CH:27][C:12]=2[NH:11]1.C(=O)(O)[O-].[Na+]>C(Cl)Cl>[NH:8]([CH2:9][CH:10]1[CH2:16][N:15]=[C:14]([C:17]2[CH:22]=[CH:21][CH:20]=[CH:19][C:18]=2[F:23])[C:13]2[CH:24]=[C:25]([Cl:28])[CH:26]=[CH:27][C:12]=2[NH:11]1)[C:5]([CH3:6])=[O:7] |f:2.3|. Reported procedure: iv. 7 ml of acetic anhydride were added to a solution of 6.16 g of crude 2-aminomethyl-7-chloro-2,3-dihydro- 5-(2-fluorophenyl)-1H-1,4-benzodiazepine in 200 ml of methylene chloride. The solution was layered with 200 ml of saturated aqueous sodium bicarbonate and the mixture was stirred for 20 minutes. The organic layer was separated, washed with sodium bicarbonate solution, dried over sodium sulphate and evaporated to leave 6.2 g of resinous 2-acetaminomethyl-7-chloro-2,3-dihydro-5-(2-fluorophe... The reactants are COC=1C=C(C=CC1)C(=C1CC2CCC(C1)N2)C2=CSC=C2 (3-[(3-Methoxy-phenyl)-thiophen-3-yl-methylene]-8-aza-bicyclo[3.2.1]octane), CC1=C(C=O)C=CC=C1 (2-methylbenzaldehyde), C(C)(=O)O[BH-](OC(C)=O)OC(C)=O.[Na+] (sodium triacetoxyborohydride), C(C)(=O)O (acetic acid). The solvent is C(Cl)Cl (DCM), CO (MeOH), C(OC)(OC)OC (trimethyl orthoformate). Reaction conditions: time 10 day. Yields the product COC=1C=C(C=CC1)C(=C1CC2CCC(C1)N2CC2=C(C=CC=C2)C)C2=CSC=C2 (3-[(3-Methoxy-phenyl)-thiophen-3-yl-methylene] -8-(2-methyl-benzyl)-8-aza-bicyclo[3.2.1]octane). Yield: 99.7%. As a reaction SMILES: [CH3:1][O:2][C:3]1[CH:4]=[C:5]([C:9]([C:18]2[CH:22]=[CH:21][S:20][CH:19]=2)=[C:10]2[CH2:16][CH:15]3[NH:17][CH:12]([CH2:13][CH2:14]3)[CH2:11]2)[CH:6]=[CH:7][CH:8]=1.[CH3:23][C:24]1[CH:31]=[CH:30][CH:29]=[CH:28][C:25]=1[CH:26]=O.C(O[BH-](OC(=O)C)OC(=O)C)(=O)C.[Na+].C(O)(=O)C>C(OC)(OC)OC.C(Cl)Cl.CO>[CH3:1][O:2][C:3]1[CH:4]=[C:5]([C:9]([C:18]2[CH:22]=[CH:21][S:20][CH:19]=2)=[C:10]2[CH2:11][CH:12]3[N:17]([CH2:23][C:24]4[CH:31]=[CH:30][CH:29]=[CH:28][C:25]=4[CH3:26])[CH:15]([CH2:14][CH2:13]3)[CH2:16]2)[CH:6]=[CH:7][CH:8]=1 |f:2.3|. Reported procedure: To 100 mg (321 μmol) of 3-[(3-Methoxy-phenyl)-thiophen-3-yl-methylene]-8-aza-bicyclo[3.2.1]octane in 1 mL of trimethyl orthoformate was added 56 μL (482 μmol) of 2-methylbenzaldehyde, 156 mg (739 μmol) of sodium triacetoxyborohydride, 34 μL of glacial acetic acid at room temperature. The reaction mixture was allowed to stir 10 days at room temperature. After 10 days, the crude was diluted with 1 mL of DCM and 0.5 mL of MeOH. The diluted solution was filtered and washed with 1 mL of DCM. The comb... The reactants are CC[C@@]12CCCN3[C@@H]1C4=C(C=5C=CC=CC5N4C(=C2)C(=O)OC)CC3 (apovincamine), S(=O)(=O)(OC)OC (dimethyl sulfate). Solvent: alcohol, O (water). Product: salt, CC[C@@]12CCCN3[C@@H]1C4=C(C=5C=CC=CC5N4C(=C2)C(=O)OC)CC3.COS(=O)(=O)[O-] (Apovincamine methylsulfate). As a reaction SMILES: [CH3:1][CH2:2][C@:3]12[CH:19]=[C:18]([C:20]([O:22][CH3:23])=[O:21])[N:17]3[C:9]4=[C:10]([CH2:24][CH2:25][N:7]([C@@H:8]14)[CH2:6][CH2:5][CH2:4]2)[C:11]1[CH:12]=[CH:13][CH:14]=[CH:15][C:16]=13.[S:26]([O:31]C)([O:29][CH3:30])(=[O:28])=[O:27]>O>[CH3:1][CH2:2][C@:3]12[CH:19]=[C:18]([C:20]([O:22][CH3:23])=[O:21])[N:17]3[C:9]4=[C:10]([CH2:24][CH2:25][N:7]([C@@H:8]14)[CH2:6][CH2:5][CH2:4]2)[C:11]1[CH:12]=[CH:13][CH:14]=[CH:15][C:16]=13.[CH3:30][O:29][S:26]([O-:31])(=[O:28])=[O:27] |f:3.4|. Procedure: 7.3 g of salt are prepared, likewise the preceding example, starting from 6.73 g (2.10-2 moles) of apovincamine and from about 2 mls of dimethyl sulfate. The final product has a melting point of 280° C. and is water soluble but poorly soluble in alcohol. Starting materials: Br, CCOC(C)=O, COc1ccc(CCCC(=O)O)cc1, CC(=O)O. Product: O=C(O)CCCc1ccc(O)cc1. RXN SMILES: [BrH:21].[CH3:15][CH2:16][O:17][C:18](=[O:19])[CH3:20].[CH3:1][O:2][c:3]1[cH:4][cH:5][c:6]([CH2:9][CH2:10][CH2:11][C:12](=[O:13])[OH:14])[cH:7][cH:8]1.[CH3:22][C:23](=[O:24])[OH:25]>>[OH:2][c:3]1[cH:4][cH:5][c:6]([CH2:9][CH2:10][CH2:11][C:12](=[O:13])[OH:14])[cH:7][cH:8]1. Starting materials: CCOc1cc(C(C)(C)C)ncc1C1=NC(C)(c2ccc(Cl)cc2)C(C)(c2ccc(Cl)cc2)N1C(=O)N1CCN(CC(=O)O)CC1, CCOCCNCCOCC. Product: CCOCCN(CCOCC)C(=O)CN1CCN(C(=O)N2C(c3cnc(C(C)(C)C)cc3OCC)=NC(C)(c3ccc(Cl)cc3)C2(C)c2ccc(Cl)cc2)CC1. Reaction SMILES: [C:1]([CH3:2])([CH3:3])([CH3:4])[c:5]1[cH:6][c:7]([O:44][CH2:45][CH3:46])[c:8]([C:11]2=[N:15][C:14]([CH3:16])([c:17]3[cH:18][cH:19][c:20]([Cl:23])[cH:21][cH:22]3)[C:13]([CH3:24])([c:25]3[cH:26][cH:27][c:28]([Cl:31])[cH:29][cH:30]3)[N:12]2[C:32](=[O:33])[N:34]2[CH2:35][CH2:36][N:37]([CH2:40][C:41](=[O:42])[OH:43])[CH2:38][CH2:39]2)[cH:9][n:10]1.[CH2:47]([CH3:48])[O:49][CH2:50][CH2:51][NH:52][CH2:53][CH2:54][O:55][CH2:56][CH3:57]>>[C:1]([CH3:2])([CH3:3])([CH3:4])[c:5]1[cH:6][c:7]([O:44][CH2:45][CH3:46])[c:8]([C:11]2=[N:15][C:14]([CH3:16])([c:17]3[cH:18][cH:19][c:20]([Cl:23])[cH:21][cH:22]3)[C:13]([CH3:24])([c:25]3[cH:26][cH:27][c:28]([Cl:31])[cH:29][cH:30]3)[N:12]2[C:32](=[O:33])[N:34]2[CH2:35][CH2:36][N:37]([CH2:40][C:41](=[O:42])[N:52]([CH2:51][CH2:50][O:49][CH2:47][CH3:48])[CH2:53][CH2:54][O:55][CH2:56][CH3:57])[CH2:38][CH2:39]2)[cH:9][n:10]1. Reactants: CCCCCC1CCC(C(=O)O)CC1, CN(C)c1ccncc1, C(=NC1CCCCC1)=NC1CCCCC1, CCCCCCCCOc1ccc(-c2ncc(O)cc2Cl)cc1, ClCCl. Product: CCCCCCCCOc1ccc(-c2ncc(OC(=O)C3CCC(CCCCC)CC3)cc2Cl)cc1. Reaction SMILES: [CH2:39]([CH2:40][CH2:41][CH2:42][CH3:43])[CH:44]1[CH2:45][CH2:46][CH:47]([C:50](=[O:51])[OH:52])[CH2:48][CH2:49]1.[CH3:53][N:54]([c:55]1[cH:56][cH:57][n:58][cH:59][cH:60]1)[CH3:61].[CH:24]1([N:25]=[C:26]=[N:27][CH:28]2[CH2:29][CH2:30][CH2:31][CH2:32][CH2:33]2)[CH2:34][CH2:35][CH2:36][CH2:37][CH2:38]1.[Cl:1][c:2]1[c:3](-[c:9]2[cH:10][cH:11][c:12]([O:15][CH2:16][CH2:17][CH2:18][CH2:19][CH2:20][CH2:21][CH2:22][CH3:23])[cH:13][cH:14]2)[n:4][cH:5][c:6]([OH:8])[cH:7]1.[Cl:62][CH2:63][Cl:64]>>[Cl:1][c:2]1[c:3](-[c:9]2[cH:10][cH:11][c:12]([O:15][CH2:16][CH2:17][CH2:18][CH2:19][CH2:20][CH2:21][CH2:22][CH3:23])[cH:13][cH:14]2)[n:4][cH:5][c:6]([O:8][C:50]([CH:47]2[CH2:46][CH2:45][CH:44]([CH2:39][CH2:40][CH2:41][CH2:42][CH3:43])[CH2:49][CH2:48]2)=[O:51])[cH:7]1. The reactants are C(C1=CC=CC=C1)N1C=NC=2N(C(N3C(C12)=NN=C3)=O)CCCCC (9-benzyl-6-pentyl-6,9-dihydro-5H-[1,2,4]triazolo[3,4-i]purin-5-one), Cl (HCl). Reagents/catalysts: [OH-].[Pd+2].[OH-] (palladium hydroxide), [OH-].[Pd+2].[OH-] (palladium hydroxide). Solvent: C(C)(=O)O (acetic acid). Conditions: time 8 hour. Yields the product C(CCCC)N1C(N2C(C=3NC=NC13)=NN=C2)=O (6-Pentyl-6,9-dihydro-5H-[1,2,4]triazolo[3,4-i]purin-5-one). The yield is 65.8%. Reaction SMILES: C([N:8]1[C:16]2[C:15]3=[N:17][N:18]=[CH:19][N:14]3[C:13](=[O:20])[N:12]([CH2:21][CH2:22][CH2:23][CH2:24][CH3:25])[C:11]=2[N:10]=[CH:9]1)C1C=CC=CC=1.Cl>C(O)(=O)C.[OH-].[Pd+2].[OH-]>[CH2:21]([N:12]1[C:11]2[N:10]=[CH:9][NH:8][C:16]=2[C:15]2=[N:17][N:18]=[CH:19][N:14]2[C:13]1=[O:20])[CH2:22][CH2:23][CH2:24][CH3:25] |f:3.4.5|. Procedure: To a mixture of 9-benzyl-6-pentyl-6,9-dihydro-5H-[1,2,4]triazolo[3,4-i]purin-5-one (0.25 g, 0.74 mmol) in acetic acid (20 mL) was added palladium hydroxide (0.20 g, 1.4 mmol) under N2. The mixture was shaken under H2 at 60 psi overnight. Since the reaction was not complete, more palladium hydroxide (0.2 g, 1.4 mmol) and concentrated HCl (1 mL) were added. The resulting mixture was shaken under H2 at 60 psi overnight. The reaction solution was filtered and the filtrate was concentrated under vacu... Starting materials: O=C(Cl)C(=O)Cl, ClCCl, O=C(O)CCc1cccc(F)c1F, NS(N)(=O)=O, [Na+], CN(C)C=O, [OH-]. The product is N#CCCc1cccc(F)c1F. RXN SMILES: [Cl:14][C:15]([C:16]([Cl:17])=[O:18])=[O:19].[Cl:27][CH2:28][Cl:29].[F:1][c:2]1[c:3]([CH2:9][CH2:10][C:11]([OH:12])=[O:13])[cH:4][cH:5][cH:6][c:7]1[F:8].[NH2:20][S:21](=[O:22])(=[O:23])[NH2:24].[Na+:26].[O:30]=[CH:31][N:32]([CH3:33])[CH3:34].[OH-:25]>>[F:1][c:2]1[c:3]([CH2:9][CH2:10][C:11]#[N:20])[cH:4][cH:5][cH:6][c:7]1[F:8].